Dataset: the Open Reaction Database (ORD), a public repository of structured organic reaction records. Task: describe an organic reaction: reactants, conditions, products, and yield Starting materials: [BH4-].[Na+] (sodium borohydride), COC(C(CCCN1CCCCC1)N1CCN(CCC1=O)C(\C=C\C1=CC(=C(C=C1)Cl)Cl)=O)=O ((rac)-2-{4-[(E)-3-(3,4-dichloro-phenyl)-acryloyl]-7-oxo-[1,4]diazepan-1-yl}-5-piperidin-1-yl-pentanoic acid methyl ester), [BH4-].[Na+] (sodium borohydride), OS(=O)(=O)[O-].[K+] (KHSO4). The solvent is C(C)O (ethanol), C(C)O (ethanol), C(C)O (ethanol). Conditions: time 21 hour. The product is ClC=1C=C(C=CC1Cl)/C=C/C(=O)N1CCN(C(CC1)=O)C(CCCN1CCCCC1)CO ((rac)-1-[(E)-3-(3,4-Dichloro-phenyl)-acryloyl]-4-(1-hydroxymethyl-4-piperidin-1-yl-butyl)-[1,4]diazepan-5-one). Reaction SMILES: C[O:2][C:3](=O)[CH:4]([N:14]1[C:20](=[O:21])[CH2:19][CH2:18][N:17]([C:22](=[O:33])/[CH:23]=[CH:24]/[C:25]2[CH:30]=[CH:29][C:28]([Cl:31])=[C:27]([Cl:32])[CH:26]=2)[CH2:16][CH2:15]1)[CH2:5][CH2:6][CH2:7][N:8]1[CH2:13][CH2:12][CH2:11][CH2:10][CH2:9]1.[BH4-].[Na+].OS([O-])(=O)=O.[K+]>C(O)C>[Cl:32][C:27]1[CH:26]=[C:25](/[CH:24]=[CH:23]/[C:22]([N:17]2[CH2:18][CH2:19][C:20](=[O:21])[N:14]([CH:4]([CH2:3][OH:2])[CH2:5][CH2:6][CH2:7][N:8]3[CH2:13][CH2:12][CH2:11][CH2:10][CH2:9]3)[CH2:15][CH2:16]2)=[O:33])[CH:30]=[CH:29][C:28]=1[Cl:31] |f:1.2,3.4|. Procedure details: A solution of 0.041 g (0.08 mmol) of (rac)-2-{4-[(E)-3-(3,4-dichloro-phenyl)-acryloyl]-7-oxo-[1,4]diazepan-1-yl}-5-piperidin-1-yl-pentanoic acid methyl ester in 0.5 ml of ethanol was treated at 0° C. with 0.006 g (0.16 mmol) of sodium borohydride in 0.5 ml of ethanol during 5 min. The reaction was stirred for 21 h at RT, cooled (0° C.) and treated again with 0.006 g (0.16 mmol) of sodium borohydride in 0.5 ml ethanol. After 5 h at RT the reaction was neutralized with cold aqueous 10% KHSO4 and e... The reactants are C(C)OC(C(CC=1C=C(C=C(C1)CP(=O)(O)O)C1=CC=CC=C1)N)=O ((+)-α-Amino-3-(5-phosphonomethyl-[1.1'-biphenyl]-3-yl) propanoic acid ethyl ester). The solvent is Cl (HCl), Cl (HCl), Cl (hydrochloric acid). The product is NC(C(=O)O)CC=1C=C(C=C(C1)CP(=O)(O)O)C1=CC=CC=C1 ((+)-α-Amino-3-(5-phosphonomethyl-[1.1'-biphenyl]-3-yl) propanoic acid). Reaction SMILES: C([O:3][C:4](=[O:25])[CH:5]([NH2:24])[CH2:6][C:7]1[CH:8]=[C:9]([C:18]2[CH:23]=[CH:22][CH:21]=[CH:20][CH:19]=2)[CH:10]=[C:11]([CH2:13][P:14]([OH:17])([OH:16])=[O:15])[CH:12]=1)C>Cl>[NH2:24][CH:5]([CH2:6][C:7]1[CH:8]=[C:9]([C:18]2[CH:23]=[CH:22][CH:21]=[CH:20][CH:19]=2)[CH:10]=[C:11]([CH2:13][P:14]([OH:17])([OH:16])=[O:15])[CH:12]=1)[C:4]([OH:25])=[O:3]. Procedure: The compound of Example 15 and 1N hydrochloric acid are heated at 60° for 2 hours. After evaporating to dryness the residue is dissolved in tetrahydrofuran/water and treated with propylene oxide, whereby the title compound is obtained, m.p. 275°-278° (decomp.). [α]D20 =0.0±0.5° (c=1 in 6N HCl), [α]36520 =+21.3° (c=1 in 6N HCl). The product is C1(CCCCC1)CN1C2=C(C=C(C1=O)C(=O)O)CCCCCC2 (1-cyclohexylmethyl-2-oxo-1,2,5,6,7,8,9,10-octahydro-cycloocta [b]pyridine-3-carboxylic acid). Run in C1(=CC=CC=C1)C (toluene). Reported procedure: Under the nitrogen gas atmosphere, a solution of cyclooctanone (15 g, 118 mmol) and cyclohexylmethylamine (16.1 g, 142 mmol) in toluene (300 mL) was refluxed under azeotropic dehydration for 6 hours. After that, diethyl ethoxymethylenemalonate (24 mL, 142 mmol) was added, and the mixture was further refluxed for 2 hours. After the reaction mixture had been removed by distillation under reduced pressure, the residue was dissolved in the mixed solvent of THF (200 mL) and methanol (200 mL), then a ... The reactants are C1(CCCCCCC1)=O (cyclooctanone), C1(CCCCC1)CN (cyclohexylmethylamine), C(C)OC=C(C(=O)OCC)C(=O)OCC (diethyl ethoxymethylenemalonate). Conditions: time 2 hour. RXN SMILES: [C:1]1(=O)[CH2:8][CH2:7][CH2:6][CH2:5][CH2:4][CH2:3][CH2:2]1.[CH:10]1([CH2:16][NH2:17])[CH2:15][CH2:14][CH2:13][CH2:12][CH2:11]1.C([O:20][CH:21]=[C:22]([C:28](OCC)=O)[C:23]([O:25]CC)=[O:24])C>C1(C)C=CC=CC=1>[CH:10]1([CH2:16][N:17]2[C:21](=[O:20])[C:22]([C:23]([OH:25])=[O:24])=[CH:28][C:2]3[CH2:3][CH2:4][CH2:5][CH2:6][CH2:7][CH2:8][C:1]2=3)[CH2:15][CH2:14][CH2:13][CH2:12][CH2:11]1.